Dataset: the Open Reaction Database (ORD), a public repository of structured organic reaction records. Task: describe an organic reaction: reactants, conditions, products, and yield Reactants: CC(C)(C)OC(=O)N1CCC(O)C1CO[Si](C)(C)C(C)(C)C, O=[N+]([O-])c1cc(F)cc(F)c1, [H-], [Na+], CN(C)C=O. Product: CC(C)(C)OC(=O)N1CCC(Oc2cc(F)cc([N+](=O)[O-])c2)C1CO[Si](C)(C)C(C)(C)C. RXN SMILES: [C:1]([CH3:2])([CH3:3])([CH3:4])[Si:5]([O:6][CH2:7][CH:8]1[N:9]([C:14](=[O:15])[O:16][C:17]([CH3:18])([CH3:19])[CH3:20])[CH2:10][CH2:11][CH:12]1[OH:13])([CH3:21])[CH3:22].[F:25][c:26]1[cH:27][c:28]([N+:33](=[O:34])[O-:35])[cH:29][c:30]([F:32])[cH:31]1.[H-:24].[Na+:23].[O:36]=[CH:37][N:38]([CH3:39])[CH3:40]>>[C:1]([CH3:2])([CH3:3])([CH3:4])[Si:5]([O:6][CH2:7][CH:8]1[N:9]([C:14](=[O:15])[O:16][C:17]([CH3:18])([CH3:19])[CH3:20])[CH2:10][CH2:11][CH:12]1[O:13][c:30]1[cH:29][c:28]([N+:33](=[O:34])[O-:35])[cH:27][c:26]([F:25])[cH:31]1)([CH3:21])[CH3:22]. Reactants: CC(C)CN(C(CO)CCCCNC(=O)OC(C)(C)C)S(=O)(=O)c1ccc(C#N)cc1, CO, Cl. Product: CC(C)CN(C(CO)CCCCN)S(=O)(=O)c1ccc(C#N)cc1. Reaction SMILES: [C:1]([O:2][C:3](=[O:4])[NH:7][CH2:8][CH2:9][CH2:10][CH2:11][CH:12]([CH2:13][OH:14])[N:15]([CH2:16][CH:17]([CH3:18])[CH3:19])[S:20](=[O:21])(=[O:22])[c:23]1[cH:24][cH:25][c:26]([C:29]#[N:30])[cH:27][cH:28]1)([CH3:5])([CH3:6])[CH3:31].[CH3:33][OH:34].[ClH:32]>>[NH2:7][CH2:8][CH2:9][CH2:10][CH2:11][CH:12]([CH2:13][OH:14])[N:15]([CH2:16][CH:17]([CH3:18])[CH3:19])[S:20](=[O:21])(=[O:22])[c:23]1[cH:24][cH:25][c:26]([C:29]#[N:30])[cH:27][cH:28]1. Starting materials: CN1C(NN=C1C1=CC=CC=C1)=S (4-methyl-5-phenyl-2,4-dihydro-3H-1,2,4-triazole-3-thione), [OH-].[Na+] (NaOH), CI (methyl iodide). The solvent is C(C)O (ethanol). Reaction conditions: time 3 hour. Yields the product CN1C(=NN=C1SC)C1=CC=CC=C1 (4-Methyl-3-phenyl-5-methylthio-4H-1,2,4-triazole). Reaction SMILES: [CH3:1][N:2]1[C:6]([C:7]2[CH:12]=[CH:11][CH:10]=[CH:9][CH:8]=2)=[N:5][NH:4][C:3]1=[S:13].[OH-].[Na+].[CH3:16]I>C(O)C>[CH3:1][N:2]1[C:3]([S:13][CH3:16])=[N:4][N:5]=[C:6]1[C:7]1[CH:12]=[CH:11][CH:10]=[CH:9][CH:8]=1 |f:1.2|. Reported procedure: To a stirred solution of 4-methyl-5-phenyl-2,4-dihydro-3H-1,2,4-triazole-3-thione (5.0 g, 2.6×10-2 mole) and 1 molar aqueous NaOH (59 ml, 5.9×10-2 mole) was added a solution of methyl iodide (2.6 ml, 4.2×10-2 mole) and ethanol (13 ml). The reaction was stirred for 3 hours and it was then placed in the refrigerator. After standing in the refrigerator overnight, the precipitate was collected by filtration. Crystallization from isopropanol afforded colorless needles, Mp 134°-135° C. Starting materials: O=C(O)c1c(F)c(F)c(F)c(F)c1C(=O)O, O=C(Cl)c1cc(F)c(F)c(F)c1F, c1ccc2ncccc2c1. The product is O=C(O)c1cc(F)c(F)c(F)c1F, c1ccc2ncccc2c1. Reaction SMILES: [F:14][c:15]1[c:16]([F:29])[c:17]([F:28])[c:18]([F:27])[c:19]([C:24](=[O:25])[OH:26])[c:20]1[C:21]([OH:22])=[O:23].[F:1][c:2]1[c:3]([F:4])[c:5]([F:6])[c:7]([F:8])[c:9]([C:11]([Cl:12])=[O:13])[cH:10]1.[cH:30]1[cH:31][cH:32][c:33]2[n:34][cH:35][cH:36][cH:37][c:38]2[cH:39]1>>[F:14][c:15]1[c:16]([F:29])[c:17]([F:28])[c:18]([F:27])[c:19]([C:24](=[O:25])[OH:26])[cH:20]1.[cH:30]1[cH:31][cH:32][c:33]2[n:34][cH:35][cH:36][cH:37][c:38]2[cH:39]1. Starting materials: CN=C=S, ClCCl, O=S(=O)(C=C1CN(C(c2ccc(Cl)cc2)c2ccc(Cl)cc2)C1)Cc1cccc(N2CCNCC2)c1, O. The product is CNC(=S)N1CCN(c2cccc(CS(=O)(=O)C=C3CN(C(c4ccc(Cl)cc4)c4ccc(Cl)cc4)C3)c2)CC1. RXN SMILES: [CH3:4][N:5]=[C:6]=[S:7].[Cl:1][CH2:2][Cl:3].[Cl:8][c:9]1[cH:10][cH:11][c:12]([CH:15]([N:16]2[CH2:17][C:18](=[CH:20][S:21](=[O:22])(=[O:23])[CH2:24][c:25]3[cH:26][c:27]([N:31]4[CH2:32][CH2:33][NH:34][CH2:35][CH2:36]4)[cH:28][cH:29][cH:30]3)[CH2:19]2)[c:37]2[cH:38][cH:39][c:40]([Cl:43])[cH:41][cH:42]2)[cH:13][cH:14]1.[OH2:44]>>[CH3:4][NH:5][C:6](=[S:7])[N:34]1[CH2:33][CH2:32][N:31]([c:27]2[cH:26][c:25]([CH2:24][S:21]([CH:20]=[C:18]3[CH2:17][N:16]([CH:15]([c:12]4[cH:11][cH:10][c:9]([Cl:8])[cH:14][cH:13]4)[c:37]4[cH:38][cH:39][c:40]([Cl:43])[cH:41][cH:42]4)[CH2:19]3)(=[O:22])=[O:23])[cH:30][cH:29][cH:28]2)[CH2:36][CH2:35]1. Reactants: OCc1cnn(C2CC(n3cnc4c(NCC(c5ccccc5)c5ccccc5)nc(NC5CCN(Cc6ccccc6)CC5)nc43)C(O)C2O)c1, CCO, O=C[O-], O=C(O)C(F)(F)F, [NH4+], [OH-], [OH-], [Pd+2]. The product is O=C(O)C(F)(F)F, OCc1cnn(C2CC(n3cnc4c(NCC(c5ccccc5)c5ccccc5)nc(NC5CCNCC5)nc43)C(O)C2O)c1. As a reaction SMILES: [CH2:8]([c:9]1[cH:10][cH:11][cH:12][cH:13][cH:14]1)[N:15]1[CH2:16][CH2:17][CH:18]([NH:21][c:22]2[n:23][c:24]([NH:45][CH2:46][CH:47]([c:48]3[cH:49][cH:50][cH:51][cH:52][cH:53]3)[c:54]3[cH:55][cH:56][cH:57][cH:58][cH:59]3)[c:25]3[n:26][cH:27][n:28]([CH:31]4[CH:32]([OH:44])[CH:33]([OH:43])[CH:34]([n:36]5[n:37][cH:38][c:39]([CH2:41][OH:42])[cH:40]5)[CH2:35]4)[c:29]3[n:30]2)[CH2:19][CH2:20]1.[CH3:64][CH2:65][OH:66].[CH:60]([O-:61])=[O:62].[F:1][C:2]([C:3](=[O:4])[OH:5])([F:6])[F:7].[NH4+:63].[OH-:67].[OH-:69].[Pd+2:68]>>[F:1][C:2]([C:3](=[O:4])[OH:5])([F:6])[F:7].[NH:15]1[CH2:16][CH2:17][CH:18]([NH:21][c:22]2[n:23][c:24]([NH:45][CH2:46][CH:47]([c:48]3[cH:49][cH:50][cH:51][cH:52][cH:53]3)[c:54]3[cH:55][cH:56][cH:57][cH:58][cH:59]3)[c:25]3[n:26][cH:27][n:28]([CH:31]4[CH:32]([OH:44])[CH:33]([OH:43])[CH:34]([n:36]5[n:37][cH:38][c:39]([CH2:41][OH:42])[cH:40]5)[CH2:35]4)[c:29]3[n:30]2)[CH2:19][CH2:20]1.